Dataset: the Open Reaction Database (ORD), a public repository of structured organic reaction records. Task: describe an organic reaction: reactants, conditions, products, and yield Starting materials: CC1=NC(=NO1)C1=CC=C(C=C1)N (4-(5-methyl-[1,2,4]oxadiazol-3-yl)phenylamine), C(F)(F)(F)S(=O)(=O)[O-].C(F)(F)(F)S(=O)(=O)[O-].C(F)(F)(F)S(=O)(=O)[O-].[Yb+3] (Yb(OTf)3), C[Si](C)(C)C#N (trimethylsilyl cyanide), COC1=C(C=C(C=O)C=C1)O[Si](C(C)C)(C(C)C)C(C)C (4-methoxy-3-triisopropylsilanyloxybenzaldehyde). The solvent is ClCCl (dichloromethane). Conditions: time 12 hour. Yields the product COC1=C(C=C(C=C1)C(C#N)NC1=CC=C(C=C1)C1=NOC(=N1)C)O[Si](C(C)C)(C(C)C)C(C)C ((4-methoxy-3-triisopropylsilanyloxyphenyl)-[4-(5-methyl-[1,2,4]oxadiazol-3-yl)phenylamino]acetonitrile). As a reaction SMILES: [CH3:1][C:2]1[O:6][N:5]=[C:4]([C:7]2[CH:12]=[CH:11][C:10]([NH2:13])=[CH:9][CH:8]=2)[N:3]=1.C(S([O-])(=O)=O)(F)(F)F.C(S([O-])(=O)=O)(F)(F)F.C(S([O-])(=O)=O)(F)(F)F.[Yb+3].C[Si]([C:43]#[N:44])(C)C.[CH3:45][O:46][C:47]1[CH:54]=[CH:53][C:50]([CH:51]=O)=[CH:49][C:48]=1[O:55][Si:56]([CH:63]([CH3:65])[CH3:64])([CH:60]([CH3:62])[CH3:61])[CH:57]([CH3:59])[CH3:58]>ClCCl>[CH3:45][O:46][C:47]1[CH:54]=[CH:53][C:50]([CH:51]([NH:13][C:10]2[CH:11]=[CH:12][C:7]([C:4]3[N:3]=[C:2]([CH3:1])[O:6][N:5]=3)=[CH:8][CH:9]=2)[C:43]#[N:44])=[CH:49][C:48]=1[O:55][Si:56]([CH:57]([CH3:58])[CH3:59])([CH:63]([CH3:64])[CH3:65])[CH:60]([CH3:61])[CH3:62] |f:1.2.3.4|. Procedure details: After adding 3.19 g of 4-(5-methyl-[1,2,4]oxadiazol-3-yl)phenylamine, 10 g of MS3A, 1.56 g of Yb(OTf)3 and 4.84 ml of trimethylsilyl cyanide to a solution of 5.6 g of 4-methoxy-3-triisopropylsilanyloxybenzaldehyde [CAS No. 179260-96-6] in 98 ml of dichloromethane under a nitrogen atmosphere, the mixture was stirred at room temperature for 12 hours. The reaction mixture was filtered, and the filtrate was concentrated under reduced pressure. The residue was purified by silica gel column chromatogr... Reactants: ClC1=CC=C(C=C1)C[C@H](C(=O)N1CCC(CC1)C1=C(C=CC=C1)NS(=O)(=O)C1=C(C=CC=C1)C#N)NC(=O)[C@H]1N(CC2=CC=CC=C2C1)C(=O)OC(C)(C)C (tert-butyl 3-(N-{(1R)-1-[(4-chlorophenyl)methyl]-2-[4-(2-{[(2-cyanophenyl}sulfonyl]amino}phenyl)piperidyl]-2-oxoethyl]carbamoyl)(3S)-1,2,3,4-tetrahydroisoquinoline-2-carboxylate), C(=O)(C(F)(F)F)O (TFA). Run in C(Cl)Cl (CH2Cl2). Conditions: time 30 minute. Yields the product ClC1=CC=C(C=C1)C[C@H](C(=O)N1CCC(CC1)C1=C(C=CC=C1)NS(=O)(=O)C1=C(C=CC=C1)C#N)NC(=O)[C@H]1NCC2=CC=CC=C2C1 (N-{(1R)-1-[(4-Chlorophenyl)methyl]-2-[4-(2-{[(2-cyanophenyl)sulfonyl]amino}-phenyl)piperidyl]-2-oxoethyl}((3S)(3-1,2,3,4-tetrahydroisoquinolyl))-carboxamide). RXN SMILES: [Cl:1][C:2]1[CH:7]=[CH:6][C:5]([CH2:8][C@@H:9]([NH:36][C:37]([C@@H:39]2[CH2:48][C:47]3[C:42](=[CH:43][CH:44]=[CH:45][CH:46]=3)[CH2:41][N:40]2C(OC(C)(C)C)=O)=[O:38])[C:10]([N:12]2[CH2:17][CH2:16][CH:15]([C:18]3[CH:23]=[CH:22][CH:21]=[CH:20][C:19]=3[NH:24][S:25]([C:28]3[CH:33]=[CH:32][CH:31]=[CH:30][C:29]=3[C:34]#[N:35])(=[O:27])=[O:26])[CH2:14][CH2:13]2)=[O:11])=[CH:4][CH:3]=1.C(O)(C(F)(F)F)=O>C(Cl)Cl>[Cl:1][C:2]1[CH:7]=[CH:6][C:5]([CH2:8][C@@H:9]([NH:36][C:37]([C@@H:39]2[CH2:48][C:47]3[C:42](=[CH:43][CH:44]=[CH:45][CH:46]=3)[CH2:41][NH:40]2)=[O:38])[C:10]([N:12]2[CH2:13][CH2:14][CH:15]([C:18]3[CH:23]=[CH:22][CH:21]=[CH:20][C:19]=3[NH:24][S:25]([C:28]3[CH:33]=[CH:32][CH:31]=[CH:30][C:29]=3[C:34]#[N:35])(=[O:26])=[O:27])[CH2:16][CH2:17]2)=[O:11])=[CH:4][CH:3]=1. Procedure: The title compound was prepared according to the procedure described in Example 3 (Step b) using tert-butyl 3-(N-{(1R)-1-[(4-chlorophenyl)methyl]-2-[4-(2-{[(2-cyanophenyl}sulfonyl]amino}phenyl)piperidyl]-2-oxoethyl]carbamoyl)(3S)-1,2,3,4-tetrahydroisoquinoline-2-carboxylate (Step a) (167 mg, 0.21 mmol) and 50% TFA in CH2Cl2 (10 mL). Purification by reverse phase preparative HPLC [Phenomenex; 5 μm 250×21.2 mm, 5% to 95% CH3CN (0.1% TFA) in H2O (0.1% TFA) over 30 min, then 100% CH3CN (0.1% TFA) fo... Starting materials: [N+](=O)([O-])C1=CC=C(O1)C1=NN(C=C1C(=O)N)C1=CC=CC=C1 (3-(5-nitro-2-furyl)-1-phenylpyrazole-4-carboxamide), S(=O)(Cl)Cl (thionyl chloride), CN(C=O)C (dimethylformamide). Run in C(Cl)(Cl)(Cl)Cl (carbon tetrachloride). Product: [N+](=O)([O-])C1=CC=C(O1)C1=NN(C=C1C(=O)Cl)C1=CC=CC=C1 (3-(5-nitro-2-furyl)-1-phenylpyrazole-4-carboxylic acid chloride). Yield: 89.0%. RXN SMILES: [N+:1]([C:4]1[O:8][C:7]([C:9]2[C:13]([C:14](N)=[O:15])=[CH:12][N:11]([C:17]3[CH:22]=[CH:21][CH:20]=[CH:19][CH:18]=3)[N:10]=2)=[CH:6][CH:5]=1)([O-:3])=[O:2].S(Cl)([Cl:25])=O.CN(C)C=O>C(Cl)(Cl)(Cl)Cl>[N+:1]([C:4]1[O:8][C:7]([C:9]2[C:13]([C:14]([Cl:25])=[O:15])=[CH:12][N:11]([C:17]3[CH:22]=[CH:21][CH:20]=[CH:19][CH:18]=3)[N:10]=2)=[CH:6][CH:5]=1)([O-:3])=[O:2]. Procedure details: Heat 40 g of 3-(5-nitro-2-furyl)-1-phenylpyrazole-4-carboxamide together with 290 ml of thionyl chloride and 1 ml of dimethylformamide for 16 hours at boiling point. Cool the resulting solution, draw off the formed precipitate and wash it with thionyl chloride and with carbon tetrachloride to obtain an 89% yield of 3-(5-nitro-2-furyl)-1-phenylpyrazole-4-carboxylic acid chloride [m.p. 208° to 210° C (from dioxane)]. Reactants: ClC(C=1SC2=C(C1C)C=CC=C2)C2CCCCC2 (2-[chloro(cyclohexyl)methyl]-3-methyl-1-benzothiophene), C([O-])([O-])=O.[Na+].[Na+] (sodium carbonate), [Cl-].[NH4+] (ammonium chloride), NC=1C=CC(=NC1)C(=O)OC (methyl 5-aminopyridine-2-carboxylate), [I-].[Na+] (sodium iodide). Solvent: CN(C=O)C (N,N-dimethylformamide). Run at temperature 80 celsius, time 8 hour. Yields the product C1(CCCCC1)C(C=1SC2=C(C1C)C=CC=C2)NC=2C=CC(=NC2)C(=O)OC (methyl 5-{[cyclohexyl(3-methyl-1-benzothiophen-2-yl)methyl]amino}pyridine-2-carboxylate). Yield: 49.0%. RXN SMILES: Cl[CH:2]([CH:13]1[CH2:18][CH2:17][CH2:16][CH2:15][CH2:14]1)[C:3]1[S:4][C:5]2[CH:12]=[CH:11][CH:10]=[CH:9][C:6]=2[C:7]=1[CH3:8].[NH2:19][C:20]1[CH:21]=[CH:22][C:23]([C:26]([O:28][CH3:29])=[O:27])=[N:24][CH:25]=1.[I-].[Na+].C(=O)([O-])[O-].[Na+].[Na+].[Cl-].[NH4+]>CN(C)C=O>[CH:13]1([CH:2]([NH:19][C:20]2[CH:21]=[CH:22][C:23]([C:26]([O:28][CH3:29])=[O:27])=[N:24][CH:25]=2)[C:3]2[S:4][C:5]3[CH:12]=[CH:11][CH:10]=[CH:9][C:6]=3[C:7]=2[CH3:8])[CH2:18][CH2:17][CH2:16][CH2:15][CH2:14]1 |f:2.3,4.5.6,7.8|. Procedure: To a mixture of 2-[chloro(cyclohexyl)methyl]-3-methyl-1-benzothiophene (664 mg) synthesized in Example A10(2), methyl 5-aminopyridine-2-carboxylate (362 mg), sodium iodide (714 mg) and N,N-dimethylformamide (10 mL) was added sodium carbonate (505 mg), and the mixture was stirred at 80° C. overnight. Saturated aqueous ammonium chloride solution was added to quench the reaction, and the reaction mixture was extracted with ethyl acetate. The extract was washed with saturated brine, dried over magne... Starting materials: C(C)(C)(C)OC(=O)N[C@H](CCC(=O)OC)C(N)=O (Methyl t-butyloxycarbonyl-D-isoglutaminate), FC(C(=O)O)(F)F (trifluoroacetic acid), Example 33 ( IV ). Product: FC(C(=O)O)(F)F.N[C@H](CCC(=O)OC)C(N)=O (methyl D-isoglutaminate trifluoroacetic acid salt). Reaction SMILES: C(OC([NH:8][C@@H:9]([C:16](=[O:18])[NH2:17])[CH2:10][CH2:11][C:12]([O:14][CH3:15])=[O:13])=O)(C)(C)C.[F:19][C:20]([F:25])([F:24])[C:21]([OH:23])=[O:22]>>[F:19][C:20]([F:25])([F:24])[C:21]([OH:23])=[O:22].[NH2:8][C@@H:9]([C:16](=[O:18])[NH2:17])[CH2:10][CH2:11][C:12]([O:14][CH3:15])=[O:13] |f:2.3|. Procedure: Methyl t-butyloxycarbonyl-D-isoglutaminate (651 mg, 2.5 mmol) was treated with cold trifluoroacetic acid (5 ml) in a similar manner to that described in Example 33 (IV) to obtain methyl D-isoglutaminate trifluoroacetic acid salt. This salt was then dissolved in ethyl acetate (5 ml), and neutralized by adding TEA (0.35 ml) with cooling. To the resulting solution was added a solution of t-butyloxycarbonyl-O-benzyl-L-serine HONB active ester in ethyl acetate (5 ml), and the reaction was carried out... The reactants are N#Cc1c(N2CC3CCCNC3C2)c(F)cc2c(=O)c(C(=O)O)cn(C3CC3)c12, CS(=O)(=O)O, CCO, O. Product: N#Cc1c(N2CC3CCCNC3C2)c(F)cc2c(=O)c(C(=O)O)cn(C3CC3)c12, CS(=O)(=O)O. Reaction SMILES: [C:1](#[N:2])[c:3]1[c:4]([N:21]2[CH2:22][CH:23]3[CH2:24][CH2:25][CH2:26][NH:27][CH:28]3[CH2:29]2)[c:5]([F:20])[cH:6][c:7]2[c:8](=[O:19])[c:9]([C:16](=[O:17])[OH:18])[cH:10][n:11]([CH:13]3[CH2:14][CH2:15]3)[c:12]12.[CH3:30][S:31]([OH:32])(=[O:33])=[O:34].[CH3:35][CH2:36][OH:37].[OH2:38]>>[C:1](#[N:2])[c:3]1[c:4]([N:21]2[CH2:22][CH:23]3[CH2:24][CH2:25][CH2:26][NH:27][CH:28]3[CH2:29]2)[c:5]([F:20])[cH:6][c:7]2[c:8](=[O:19])[c:9]([C:16](=[O:17])[OH:18])[cH:10][n:11]([CH:13]3[CH2:14][CH2:15]3)[c:12]12.[CH3:30][S:31](=[O:32])(=[O:33])[OH:34]. The reactants are NC1=C(C(=O)N)C=CC(=C1)F (2-amino-4-fluorobenzamide), II, ClC=1N=C(C2=C(N1)N(C=C2)S(=O)(=O)C2=CC=C(C=C2)C)Cl (2,4-dichloro-7-[(4-methylphenyl)sulfonyl]-7H-pyrrolo[2,3-d]pyrimidine). Yields the product ClC=1N=C(C2=C(N1)N(C=C2)S(=O)(=O)C2=CC=C(C=C2)C)NC2=C(C(=O)N)C=CC(=C2)F (2-({2-chloro-7-[(4-methylphenyl)sulfonyl]-7H-pyrrolo[2,3-d]pyrimidin-4-yl}amino)-4-fluorobenzamide), solid. The yield is 43.0%. RXN SMILES: [Cl:1][C:2]1[N:3]=[C:4](Cl)[C:5]2[CH:10]=[CH:9][N:8]([S:11]([C:14]3[CH:19]=[CH:18][C:17]([CH3:20])=[CH:16][CH:15]=3)(=[O:13])=[O:12])[C:6]=2[N:7]=1.[NH2:22][C:23]1[CH:31]=[C:30]([F:32])[CH:29]=[CH:28][C:24]=1[C:25]([NH2:27])=[O:26]>>[Cl:1][C:2]1[N:3]=[C:4]([NH:22][C:23]2[CH:31]=[C:30]([F:32])[CH:29]=[CH:28][C:24]=2[C:25]([NH2:27])=[O:26])[C:5]2[CH:10]=[CH:9][N:8]([S:11]([C:14]3[CH:19]=[CH:18][C:17]([CH3:20])=[CH:16][CH:15]=3)(=[O:13])=[O:12])[C:6]=2[N:7]=1. Reported procedure: Using General Protocol II and starting with 2,4-dichloro-7-[(4-methylphenyl)sulfonyl]-7H-pyrrolo[2,3-d]pyrimidine (3.0 g, 8.8 mmol) and 2-amino-4-fluorobenzamide (3.50 g, 23 mmol), 2-({2-chloro-7-[(4-methylphenyl)sulfonyl]-7H-pyrrolo[2,3-d]pyrimidin-4-yl}amino)-4-fluorobenzamide was isolated as a white solid (1.75 g, 43% Yield); 1H NMR (400 MHz, DMSO-d6) δ ppm 2.36 (s, 3 H), 6.67 (d, J=4.03 Hz, 1 H), 6.98-7.04 (m, 1 H), 7.47 (d, J=8.23 Hz, 2 H), 7.80 (d, J=4.03 Hz, 1 H), 7.89 (s, 1 H), 7.93-8.01... The reactants are C(C)(=O)C=1C=CC2=C(C(CC(O2)(C)C)C2=NC=CC=C2)C1 (6-acetyl-3,4-dihydro-2,2 -dimethyl-4-(2-pyridyl)-2H-1-benzopyran), ClC1=CC(=CC=C1)C(=O)OO (m-chloroperbenzoic acid). Run in ClCCl (dichloromethane). Reaction conditions: time 3 day. The product is C(C)(=O)C=1C=CC2=C(C(CC(O2)(C)C)C2=[N+](C=CC=C2)[O-])C1 (2-(6-acetyl-3,4-dihydro-2,2-dimethyl-2H-1-benzopyran-4-yl)pyridine N-oxide). Yield: 7.3%. Reaction SMILES: [C:1]([C:4]1[CH:5]=[CH:6][C:7]2[O:12][C:11]([CH3:14])([CH3:13])[CH2:10][CH:9]([C:15]3[CH:20]=[CH:19][CH:18]=[CH:17][N:16]=3)[C:8]=2[CH:21]=1)(=[O:3])[CH3:2].ClC1C=CC=C(C(OO)=[O:30])C=1>ClCCl>[C:1]([C:4]1[CH:5]=[CH:6][C:7]2[O:12][C:11]([CH3:14])([CH3:13])[CH2:10][CH:9]([C:15]3[CH:20]=[CH:19][CH:18]=[CH:17][N+:16]=3[O-:30])[C:8]=2[CH:21]=1)(=[O:3])[CH3:2]. Reported procedure: 261 mg of 6-acetyl-3,4-dihydro-2,2 -dimethyl-4-(2-pyridyl)-2H-1-benzopyran were dissolved in 20 ml of dichloromethane at room temperature and 250 mg of m-chloroperbenzoic acid were added. After stirring at room temperature for 3 days the mixture was washed in succession with sodium bisulphite solution, sodium bicarbonate solution and water, dried over sodium sulphate and evaporated. The residue was chromatographed on silica gel using 2%-5% (v/v) methanol/chloroform for the elution. The resulting... Reactants: C1CCOC1, [Cl-], O=S(=O)(O)c1ccc(Cl)cc1, Cl, Nc1ccc(C(=O)C[N+](=O)[O-])c(Cl)c1, O, c1ccncc1. RXN SMILES: [CH2:35]1[O:36][CH2:37][CH2:38][CH2:39]1.[Cl-:21].[Cl:22][c:23]1[cH:24][cH:25][c:26]([S:29](=[O:30])(=[O:31])[OH:32])[cH:27][cH:28]1.[ClH:33].[NH2:1][c:2]1[cH:3][c:4]([Cl:14])[c:5]([C:8](=[O:9])[CH2:10][N+:11](=[O:12])[O-:13])[cH:6][cH:7]1.[OH2:34].[cH:15]1[cH:16][cH:17][n:18][cH:19][cH:20]1>>[NH:1]([c:2]1[cH:3][c:4]([Cl:14])[c:5]([C:8](=[O:9])[CH2:10][N+:11](=[O:12])[O-:13])[cH:6][cH:7]1)[S:29]([c:26]1[cH:25][cH:24][c:23]([Cl:22])[cH:28][cH:27]1)(=[O:30])=[O:31]. Yields the product O=C(C[N+](=O)[O-])c1ccc(NS(=O)(=O)c2ccc(Cl)cc2)cc1Cl. The reactants are [BH4-], CCO, COC(CN)OC, COc1c(F)cc(C=O)cc1F, [Na+]. Yields the product COc1c(F)cc(CNCC(OC)OC)cc1F. As a reaction SMILES: [BH4-:20].[CH2:22]([OH:23])[CH3:24].[CH3:13][O:14][CH:15]([CH2:16][NH2:17])[O:18][CH3:19].[F:1][c:2]1[cH:3][c:4]([CH:5]=[O:6])[cH:7][c:8]([F:12])[c:9]1[O:10][CH3:11].[Na+:21]>>[F:1][c:2]1[cH:3][c:4]([CH2:5][NH:17][CH2:16][CH:15]([O:14][CH3:13])[O:18][CH3:19])[cH:7][c:8]([F:12])[c:9]1[O:10][CH3:11].